This data is from the Open Reaction Database (ORD), a public repository of structured organic reaction records. The task is: describe an organic reaction: reactants, conditions, products, and yield Reactants: CCOC(C)=O, CC(OS(C)(=O)=O)C(CC1CCCCC1)NC(=O)OC(C)(C)C, [N-]=[N+]=[N-], [Na+], CN(C)C=O, O. The product is CC(N=[N+]=[N-])C(CC1CCCCC1)NC(=O)OC(C)(C)C. As a reaction SMILES: [CH3:33][CH2:34][O:35][C:36]([CH3:37])=[O:38].[CH:1]1([CH2:7][CH:8]([CH:9]([CH3:10])[O:11][S:12]([CH3:13])(=[O:14])=[O:15])[NH:16][C:17]([O:18][C:19]([CH3:20])([CH3:21])[CH3:22])=[O:23])[CH2:2][CH2:3][CH2:4][CH2:5][CH2:6]1.[N-:29]=[N+:30]=[N-:31].[Na+:32].[O:24]=[CH:25][N:26]([CH3:27])[CH3:28].[OH2:39]>>[CH:1]1([CH2:7][CH:8]([CH:9]([CH3:10])[N:29]=[N+:30]=[N-:31])[NH:16][C:17]([O:18][C:19]([CH3:20])([CH3:21])[CH3:22])=[O:23])[CH2:2][CH2:3][CH2:4][CH2:5][CH2:6]1.